From a dataset of the Open Reaction Database (ORD), a public repository of structured organic reaction records. describe an organic reaction: reactants, conditions, products, and yield Starting materials: C(C=C)C=1C(=C2C(OCC2=C(C1OC)C)=O)O[Si](C)(C)C(C)(C)C (5-allyl-4-tert-butyldimethylsilyloxy-1,3-dihydro-6-methoxy-7-methyl-3-oxoisobenzofuran), CC(=O)OCC1=C2C=CC=CC2=C(C3=CC=CC=C31)COC(=O)C (acetic), ice water. Solvent: C(C)(=O)O (acetic acid). Yields the product C(C)(=O)OC1=C2C(OCC2=C(C(=C1CC=C)OC)C)=O (4-acetoxy-5-allyl-1,3-dihydro-6-methoxy-7-methyl-3-oxoisobenzofuran). As a reaction SMILES: [CH2:1]([C:4]1[C:5]([O:17][Si](C(C)(C)C)(C)C)=[C:6]2[C:10](=[C:11]([CH3:15])[C:12]=1[O:13][CH3:14])[CH2:9][O:8][C:7]2=[O:16])[CH:2]=[CH2:3].[CH3:25][C:26](OCC1C2C(=CC=CC=2)C(COC(C)=O)=C2C=1C=CC=C2)=[O:27]>C(O)(=O)C>[C:26]([O:17][C:5]1[C:4]([CH2:1][CH:2]=[CH2:3])=[C:12]([O:13][CH3:14])[C:11]([CH3:15])=[C:10]2[C:6]=1[C:7](=[O:16])[O:8][CH2:9]2)(=[O:27])[CH3:25]. Reported procedure: A solution of 5-allyl-4-tert-butyldimethylsilyloxy-1,3-dihydro-6-methoxy-7-methyl-3-oxoisobenzofuran [(J. W. Patterson and G. Huang, Chemical Communications, 1579 (1991)](7.5 g) in acetic acid (95 ml) and acetic arthydride (95 ml) was refluxed for 18 hours, then cooled and poured into ice water. The solution was extracted with ethyl acetate, and the extract washed with dilute aqueous sodium bicarbonate, followed by water, then dried and evaporated. The residue was chromatographed on silica gel, ... Reactants: CC1(C=C(CC1(C)C)C1=C(C=CC=C1)N)C (2-(3,3,4,4-tetramethylcyclopent-1-enyl)phenylamine), Cl.ClCCNCCCl (bis(2-chloroethyl)amine hydrochloride). Run in ClC1=C(C=CC=C1)Cl (1,2-dichlorobenzene). Conditions: temperature 200 celsius, time 9 hour. The product is CC1(C=C(CC1(C)C)C1=C(C=CC=C1)N1CCNCC1)C (1-[2-(3,3,4,4-Tetramethylcyclopent-1-enyl)phenyl]piperazine). Yield: 50.9%. Reaction SMILES: [CH3:1][C:2]1([CH3:16])[C:6]([CH3:8])([CH3:7])[CH2:5][C:4]([C:9]2[CH:14]=[CH:13][CH:12]=[CH:11][C:10]=2[NH2:15])=[CH:3]1.Cl.Cl[CH2:19][CH2:20][NH:21][CH2:22][CH2:23]Cl>ClC1C=CC=CC=1Cl>[CH3:1][C:2]1([CH3:16])[C:6]([CH3:7])([CH3:8])[CH2:5][C:4]([C:9]2[CH:14]=[CH:13][CH:12]=[CH:11][C:10]=2[N:15]2[CH2:23][CH2:22][NH:21][CH2:20][CH2:19]2)=[CH:3]1 |f:1.2|. Procedure details: A mixture of 2-(3,3,4,4-tetramethylcyclopent-1-enyl)phenylamine (331 mg, 1.54 mmol) produced in Example (54c), 1,2-dichlorobenzene (4.7 mL) and bis(2-chloroethyl)amine hydrochloride (330 mg, 1.85 mmol) was stirred for 9 hours at an external temperature of 200° C. under a nitrogen atmosphere. During the reaction, a nitrogen stream was blown into the reactor several times to remove the hydrogen chloride gas in the reactor. The reaction mixture was air-cooled to room temperature, and then aqueous s... Yields the product Cc1ccc(C=O)c(F)c1I. Reaction SMILES: [Cl:12][CH2:13][Cl:14].[F:1][c:2]1[c:3]([CH2:10][OH:11])[cH:4][cH:5][c:6]([CH3:9])[c:7]1[I:8].[O:15]=[Mn:16]=[O:17]>>[F:1][c:2]1[c:3]([CH:10]=[O:11])[cH:4][cH:5][c:6]([CH3:9])[c:7]1[I:8]. The reactants are ClCCl, Cc1ccc(CO)c(F)c1I, O=[Mn]=O. Reactants: O=C([O-])[O-], CCOC(C)=O, CC#N, CN(C)CCCl, [Cs+], [Cs+], Oc1ccc2c(c1)CCC(c1ccccc1)O2. Yields the product CN(C)CCOc1ccc2c(c1)CCC(c1ccccc1)O2. RXN SMILES: [C:1](=[O:2])([O-:3])[O-:4].[CH3:30][CH2:31][O:32][C:33](=[O:34])[CH3:35].[CH3:36][C:37]#[N:38].[CH3:7][N:8]([CH2:9][CH2:10][Cl:11])[CH3:12].[Cs+:5].[Cs+:6].[c:13]1([CH:19]2[O:20][c:21]3[cH:22][cH:23][c:24]([OH:29])[cH:25][c:26]3[CH2:27][CH2:28]2)[cH:14][cH:15][cH:16][cH:17][cH:18]1>>[CH3:7][N:8]([CH2:9][CH2:10][O:29][c:24]1[cH:23][cH:22][c:21]2[c:26]([cH:25]1)[CH2:27][CH2:28][CH:19]([c:13]1[cH:14][cH:15][cH:16][cH:17][cH:18]1)[O:20]2)[CH3:12]. Starting materials: O=C([O-])[O-], CC(C)(C)OC(=O)c1ccc(Br)cc1NC(=O)c1ccccc1, O=C([O-])O, CC(=O)[O-], CC(=O)[O-], CCOC(C)=O, Cc1ccccc1, COc1cccc(OC)c1-c1ccccc1P(C1CCCCC1)C1CCCCC1, [Cs+], [Cs+], OB(O)c1c(F)cccc1F, [Na+], [Pd+2]. Yields the product CC(C)(C)OC(=O)c1ccc(-c2c(F)cccc2F)cc1NC(=O)c1ccccc1. As a reaction SMILES: [C:12](=[O:13])([O-:14])[O-:15].[C:47]([c:48]1[cH:49][cH:50][cH:51][cH:52][cH:53]1)(=[O:54])[NH:55][c:56]1[c:57]([C:58](=[O:59])[O:60][C:61]([CH3:62])([CH3:63])[CH3:64])[cH:65][cH:66][c:67]([Br:69])[cH:68]1.[C:70](=[O:71])([O-:72])[OH:73].[C:75]([O-:76])(=[O:77])[CH3:78].[C:80]([O-:81])(=[O:82])[CH3:83].[CH3:84][CH2:85][O:86][C:87](=[O:88])[CH3:89].[CH3:90][c:91]1[cH:92][cH:93][cH:94][cH:95][cH:96]1.[CH:18]1([P:19]([CH:20]2[CH2:21][CH2:22][CH2:23][CH2:24][CH2:25]2)[c:26]2[cH:27][cH:28][cH:29][cH:30][c:31]2-[c:32]2[c:33]([O:34][CH3:35])[cH:36][cH:37][cH:38][c:39]2[O:40][CH3:41])[CH2:42][CH2:43][CH2:44][CH2:45][CH2:46]1.[Cs+:16].[Cs+:17].[F:1][c:2]1[c:3]([B:9]([OH:10])[OH:11])[c:4]([F:8])[cH:5][cH:6][cH:7]1.[Na+:74].[Pd+2:79]>>[F:1][c:2]1[c:3](-[c:67]2[cH:66][cH:65][c:57]([C:58](=[O:59])[O:60][C:61]([CH3:62])([CH3:63])[CH3:64])[c:56]([NH:55][C:47]([c:48]3[cH:49][cH:50][cH:51][cH:52][cH:53]3)=[O:54])[cH:68]2)[c:4]([F:8])[cH:5][cH:6][cH:7]1. Starting materials: C(C)(C)(C)C=1C=C(C=CC1O)CC(C(NC1=NC=CC=C1)=O)NC(C(C(C)C)N(C)C(C(CC1=CC=C(C=C1)F)NC(=O)OCCCC)=O)=O (2-((2-butoxycarbonylamino-3-(4-fluorophenyl)propionyl)-N-methylamino)-3-methylbutyric acid 2-(3-tert-butyl-4-hydroxyphenyl)-1-(2-pyridylcarbamoyl)ethylamide). Solvent: C(Cl)Cl (methylene chloride), C(=O)(C(F)(F)F)O (TFA). Conditions: time 1.5 hour. Product: C(C)(C)(C)C=1C=C(C=CC1O)CC(C(NC1=NC=CC=C1)=O)NC(C(C(C)C)N(C)C(C(CC1=CC=C(C=C1)F)N)=O)=O (2-((2-amino-3-(4-fluorophenyl)propionyl)-N-methylamino)-3-methylbutyric acid 2-(3-tert-butyl-4-hydroxyphenyl)-1-(2-pyridylcarbamoyl)ethylamide). Isolated yield 25.9%. RXN SMILES: [C:1]([C:5]1[CH:6]=[C:7]([CH2:12][CH:13]([NH:23][C:24](=[O:50])[CH:25]([N:29]([C:31](=[O:49])[CH:32]([NH:41]C(OCCCC)=O)[CH2:33][C:34]2[CH:39]=[CH:38][C:37]([F:40])=[CH:36][CH:35]=2)[CH3:30])[CH:26]([CH3:28])[CH3:27])[C:14](=[O:22])[NH:15][C:16]2[CH:21]=[CH:20][CH:19]=[CH:18][N:17]=2)[CH:8]=[CH:9][C:10]=1[OH:11])([CH3:4])([CH3:3])[CH3:2]>C(Cl)Cl.C(O)(C(F)(F)F)=O>[C:1]([C:5]1[CH:6]=[C:7]([CH2:12][CH:13]([NH:23][C:24](=[O:50])[CH:25]([N:29]([C:31](=[O:49])[CH:32]([NH2:41])[CH2:33][C:34]2[CH:35]=[CH:36][C:37]([F:40])=[CH:38][CH:39]=2)[CH3:30])[CH:26]([CH3:28])[CH3:27])[C:14](=[O:22])[NH:15][C:16]2[CH:21]=[CH:20][CH:19]=[CH:18][N:17]=2)[CH:8]=[CH:9][C:10]=1[OH:11])([CH3:3])([CH3:4])[CH3:2]. Reported procedure: To a solution of 2-((2-butoxycarbonylamino-3-(4-fluorophenyl)propionyl)-N-methylamino)-3-methylbutyric acid 2-(3-tert-butyl-4-hydroxyphenyl)-1-(2-pyridylcarbamoyl)ethylamide (1.67 g, 2.41 mmol) in methylene chloride (30 ml), TFA (5 ml) was added and stirred at room temperature for 1.5 hours. The reaction mixture was evaporated under reduced pressure; the thus obtained residue was mixed with chloroform, washed with a saturated aqueous NaHCO3 solution and saturated brine, dried over anhydrous magn... RXN SMILES: [CH3:1][Si:2]([C:5]#[CH:6])([CH3:4])[CH3:3].I[C:8]1[S:9][C:10]([CH3:13])=[CH:11][CH:12]=1>C(N(CC)CC)C.C(OCC)C.Cl[Pd](Cl)([P](C1C=CC=CC=1)(C1C=CC=CC=1)C1C=CC=CC=1)[P](C1C=CC=CC=1)(C1C=CC=CC=1)C1C=CC=CC=1.[Cu]I>[CH3:1][Si:2]([CH3:4])([CH3:3])[C:5]#[C:6][C:8]1[S:9][C:10]([CH3:13])=[CH:11][CH:12]=1 |^1:28,47|. Reactants: C[Si](C)(C)C#C (trimethylsilylacetylene), IC=1SC(=CC1)C (2-iodo-5-methylthiophene), resultant mixture. Reported procedure: Under a dry nitrogen atmosphere 3.0 grams (0.031 mole) of trimethylsilylacetylene was added to a stirred mixture of 5.5 grams (0.025 mole) of 2-iodo-5-methylthiophene in 50 ml of triethylamine. To this mixture was added approximately 0.05 gram of dichlorobis(triphenylphosphine)palladium (II) and approximately 0.05 gram of copper (I) iodide. The resultant mixture was stirred at room temperature for approximately 18 hours. The triethylamine was removed from the mixture by evaporation under reduced... Reagents/catalysts: Cl[Pd]([P](C1=CC=CC=C1)(C2=CC=CC=C2)C3=CC=CC=C3)([P](C4=CC=CC=C4)(C5=CC=CC=C5)C6=CC=CC=C6)Cl (dichlorobis(triphenylphosphine)palladium), [Cu]I (copper (I) iodide). The solvent is C(C)OCC (diethyl ether), C(C)N(CC)CC (triethylamine). Yields the product C[Si](C#CC=1SC(=CC1)C)(C)C (1-trimethylsilyl-2-(5-methylthien-2-yl)ethyne). The yield is 92.6%. Reactants: CCN=C=NCCCN(C)C, CCN(C(C)C)C(C)C, Cl, Cl, Cl, COc1ccc(Br)c(C(=O)N2CCN(C(=O)CN)CC2)c1, CN(C)C=O, O, On1nnc2ccccc21, O=C(O)c1cc(-c2ccccc2)[nH]n1. The product is COc1ccc(Br)c(C(=O)N2CCN(C(=O)CNC(=O)c3cc(-c4ccccc4)[nH]n3)CC2)c1. As a reaction SMILES: [CH3:35][CH2:36][N:37]=[C:38]=[N:39][CH2:40][CH2:41][CH2:42][N:43]([CH3:44])[CH3:45].[CH:11]([N:12]([CH2:13][CH3:14])[CH:15]([CH3:16])[CH3:17])([CH3:18])[CH3:19].[ClH:20].[ClH:46].[ClH:47].[NH2:48][CH2:49][C:50](=[O:51])[N:52]1[CH2:53][CH2:54][N:55]([C:58]([c:59]2[c:60]([Br:67])[cH:61][cH:62][c:63]([O:65][CH3:66])[cH:64]2)=[O:68])[CH2:56][CH2:57]1.[O:69]=[CH:70][N:71]([CH3:72])[CH3:73].[OH2:74].[OH:1][n:2]1[c:3]2[c:4]([cH:5][cH:6][cH:7][cH:8]2)[n:9][n:10]1.[c:21]1(-[c:27]2[cH:28][c:29]([C:32](=[O:33])[OH:34])[n:30][nH:31]2)[cH:22][cH:23][cH:24][cH:25][cH:26]1>>[c:21]1(-[c:27]2[cH:28][c:29]([C:32](=[O:34])[NH:48][CH2:49][C:50](=[O:51])[N:52]3[CH2:53][CH2:54][N:55]([C:58]([c:59]4[c:60]([Br:67])[cH:61][cH:62][c:63]([O:65][CH3:66])[cH:64]4)=[O:68])[CH2:56][CH2:57]3)[n:30][nH:31]2)[cH:22][cH:23][cH:24][cH:25][cH:26]1. Starting materials: COC(=O)CC1(CC(=O)O)CCCCC1, [Cl-], [N-]=[N+]=[N-], [N-]=C=O. Yields the product COC(=O)CC1(CN)CCCCC1. RXN SMILES: [CH3:1][O:2][C:3]([CH2:4][C:5]1([CH2:11][C:12]([OH:13])=[O:14])[CH2:6][CH2:7][CH2:8][CH2:9][CH2:10]1)=[O:15].[Cl-:16].[N-:17]=[N+:18]=[N-:19].[N-:20]=[C:21]=[O:22]>>[CH3:1][O:2][C:3]([CH2:4][C:5]1([CH2:11][NH2:17])[CH2:6][CH2:7][CH2:8][CH2:9][CH2:10]1)=[O:15].